Dataset: the Open Reaction Database (ORD), a public repository of structured organic reaction records. Task: describe an organic reaction: reactants, conditions, products, and yield Reactants: S(=O)(=O)(O)[O-].[K+] (potassium hydrogen sulphate), CC1(OC(CC(O1)=O)=O)C (2,2-Dimethyl-1,3-dioxane-4,6-dione), C(C1=CC=CC=C1)O (benzyl alcohol), FC(CC(=O)O)(F)F (3,3,3-Trifluoropropanoic acid), C1=CN(C=N1)C(=O)N2C=CN=C2 (N,N-carbonyldiimidazole). The solvent is C(C)N(CC)CC (triethylamine), C1CCOC1 (THF), C1(=CC=CC=C1)C (Toluene). Product: FC(CC(CC(=O)OCC1=CC=CC=C1)=O)(F)F (Benzyl 5,5,5-trifluoro-3-oxopentanoate). Procedure: 3,3,3-Trifluoropropanoic acid (5 g) in dry THF (50 mL) was treated with N,N-carbonyldiimidazole (7.6 g) and the mixture was stirred at room temperature for 6 h. 2,2-Dimethyl-1,3-dioxane-4,6-dione (5.63 g) and triethylamine (5.4 mL) were added and the mixture was stirred at room temperature for 18 h. Aqueous potassium hydrogen sulphate solution (10% w/v) was added and the mixture was extracted with diethyl ether. The organic layer was separated and washed with water, then brine and dried over sod... Reaction SMILES: [F:1][C:2]([F:8])([F:7])[CH2:3][C:4](O)=[O:5].C1N=CN(C(N2C=NC=C2)=O)C=1.C[C:22]1([CH3:30])[O:27][C:26](=O)[CH2:25][C:24](=O)[O:23]1.S([O-])(O)(=O)=O.[K+].[CH2:37](O)[C:38]1C=CC=[CH:40][CH:39]=1>C1COCC1.C1(C)C=CC=CC=1.C(N(CC)CC)C>[F:1][C:2]([F:8])([F:7])[CH2:3][C:4](=[O:5])[CH2:30][C:22]([O:23][CH2:24][C:25]1[CH:26]=[CH:40][CH:39]=[CH:38][CH:37]=1)=[O:27] |f:3.4|. Reaction conditions: time 6 hour.